This data is from the Open Reaction Database (ORD), a public repository of structured organic reaction records. The task is: describe an organic reaction: reactants, conditions, products, and yield The reactants are CCO, CC(C)C(=O)c1c(-c2ccc(Cl)cc2)nn2ccccc12, Cl, NO, [Na+], [OH-], O. Yields the product CC(C)C(=NO)c1c(-c2ccc(Cl)cc2)nn2ccccc12. RXN SMILES: [CH3:27][CH2:28][OH:29].[Cl:1][c:2]1[cH:3][cH:4][c:5](-[c:8]2[n:9][n:10]3[c:11]([cH:12][cH:13][cH:14][cH:15]3)[c:16]2[C:17]([CH:18]([CH3:19])[CH3:20])=[O:21])[cH:6][cH:7]1.[ClH:22].[NH2:23][OH:24].[Na+:26].[OH-:25].[OH2:30]>>[Cl:1][c:2]1[cH:3][cH:4][c:5](-[c:8]2[n:9][n:10]3[c:11]([cH:12][cH:13][cH:14][cH:15]3)[c:16]2[C:17]([CH:18]([CH3:19])[CH3:20])=[N:23][OH:24])[cH:6][cH:7]1. Reactants: CN(CCN1C(C=2C=C(C3=C(C2C1=O)C1=C(O3)C=CC=C1)C)=O)C (2-(2-dimethylaminoethyl)-5-methyl-1H-benzofuro[3,2-e]-isoindole-1,3(2H)-dione), Cl (hydrogen chloride). Run in C(Cl)(Cl)Cl (chloroform). Run at time 10 minute. Product: Cl.CN(CCN1C(C=2C=C(C3=C(C2C1=O)C1=C(O3)C=CC=C1)C)=O)C (2-(2-dimethylaminoethyl)-5-methyl-1H-benzofuro[3,2-e]isoindole-1,3(2H)-dione hydrochloride). Isolated yield 84.0%. As a reaction SMILES: [CH3:1][N:2]([CH3:24])[CH2:3][CH2:4][N:5]1[C:13](=[O:14])[C:12]2[C:11]3[C:15]4[CH:21]=[CH:20][CH:19]=[CH:18][C:16]=4[O:17][C:10]=3[C:9]([CH3:22])=[CH:8][C:7]=2[C:6]1=[O:23].[ClH:25]>C(Cl)(Cl)Cl>[ClH:25].[CH3:24][N:2]([CH3:1])[CH2:3][CH2:4][N:5]1[C:13](=[O:14])[C:12]2[C:11]3[C:15]4[CH:21]=[CH:20][CH:19]=[CH:18][C:16]=4[O:17][C:10]=3[C:9]([CH3:22])=[CH:8][C:7]=2[C:6]1=[O:23] |f:3.4|. Procedure details: In 10 ml of chloroform was dissolved 150 mg of 2-(2-dimethylaminoethyl)-5-methyl-1H-benzofuro[3,2-e]-isoindole-1,3(2H)-dione. Into the solution was introduced hydrogen chloride gas with ice cooling, until the solution was saturated with the gas. The resulting solution was stirred for 10 minutes with ice cooling. The resulting crystals were collected by filtration and dried to obtain 140 mg (yield: 84%) of 2-(2-dimethylaminoethyl)-5-methyl-1H-benzofuro[3,2-e]isoindole-1,3(2H)-dione hydrochloride ... Reactants: COc1ccc(CBr)cc1, O=c1cc(Cl)c(-c2ccccc2)n[nH]1, [K+], [K+], O=C([O-])[O-], CN(C)C=O, O. Product: COc1ccc(Cn2nc(-c3ccccc3)c(Cl)cc2=O)cc1. RXN SMILES: [Br:21][CH2:22][c:23]1[cH:24][cH:25][c:26]([O:29][CH3:30])[cH:27][cH:28]1.[Cl:1][c:2]1[cH:3][c:4](=[O:14])[nH:5][n:6][c:7]1-[c:8]1[cH:9][cH:10][cH:11][cH:12][cH:13]1.[K+:15].[K+:16].[O-:17][C:18]([O-:19])=[O:20].[O:32]=[CH:33][N:34]([CH3:35])[CH3:36].[OH2:31]>>[Cl:1][c:2]1[cH:3][c:4](=[O:14])[n:5]([CH2:22][c:23]2[cH:24][cH:25][c:26]([O:29][CH3:30])[cH:27][cH:28]2)[n:6][c:7]1-[c:8]1[cH:9][cH:10][cH:11][cH:12][cH:13]1. The reactants are OC12CCC(CC1)(CC2)C2=NC=1N(C(NC(C1N2)=O)=O)CCC (8-(4-Hydroxy-bicyclo[2.2.2]oct-1-yl)-3-propyl-3,7-dihydro-purine-2,6-dione), P12(=S)SP3(=S)SP(=S)(S1)SP(=S)(S2)S3 (P4S10). Solvent: N1=CC=CC=C1 (pyridine). Product: OC12CCC(CC1)(CC2)C2=NC=1N(C(NC(C1N2)=S)=O)CCC (8-(4-Hydroxy-bicyclo[2.2.2]oct-1-yl)-3-propyl-6-thioxo-1,3,6,7-tetrahydro-purin-2-one). Yield: 19.0%. RXN SMILES: [OH:1][C:2]12[CH2:9][CH2:8][C:5]([C:10]3[NH:18][C:17]4[C:16](=O)[NH:15][C:14](=[O:20])[N:13]([CH2:21][CH2:22][CH3:23])[C:12]=4[N:11]=3)([CH2:6][CH2:7]1)[CH2:4][CH2:3]2.P12(SP3(SP(SP(S3)(S1)=S)(=S)S2)=S)=[S:25]>N1C=CC=CC=1>[OH:1][C:2]12[CH2:9][CH2:8][C:5]([C:10]3[NH:18][C:17]4[C:16](=[S:25])[NH:15][C:14](=[O:20])[N:13]([CH2:21][CH2:22][CH3:23])[C:12]=4[N:11]=3)([CH2:6][CH2:7]1)[CH2:4][CH2:3]2. Reported procedure: 8-(4-Hydroxy-bicyclo[2.2.2]oct-1-yl)-3-propyl-3,7-dihydro-purine-2,6-dione (500 mg, 1.57 mmol) was dissolved in 10 mL of pyridine. P4S10 (1.05 g, 1.5 eq) was added and the reaction mixture was stirred under reflux for 6 h. The reaction mixture was then cooled to rt and quenched slowly with 5 mL of H2O. The mixture was then acidified at 0° C. to pH 5 with 6 N HCl. The aqueous layer was extracted with EtOAc. The combined organic layer was dried (Na2SO4) and concentrated under reduced pressure. Pur... Reactants: BrB(Br)Br, COc1cccc2oc(-c3ccc4c(c3)OCO4)c(O)c(=O)c12. Product: COc1cccc2oc(-c3ccc(O)c(O)c3)c(O)c(=O)c12. As a reaction SMILES: [B:24]([Br:25])([Br:26])[Br:27].[O:1]1[CH2:2][O:3][c:4]2[c:5]1[cH:6][cH:7][c:8](-[c:10]1[o:11][c:12]3[cH:13][cH:14][cH:15][c:16]([O:22][CH3:23])[c:17]3[c:18](=[O:21])[c:19]1[OH:20])[cH:9]2>>[OH:1][c:5]1[c:4]([OH:3])[cH:9][c:8](-[c:10]2[o:11][c:12]3[cH:13][cH:14][cH:15][c:16]([O:22][CH3:23])[c:17]3[c:18](=[O:21])[c:19]2[OH:20])[cH:7][cH:6]1. Procedure: The maleate salt of 1-(1-phenylethyl)-3-azetidinol (65 g, 0.22 mole) was partitioned between toluene and dilute sodium hydroxide and was extracted once with toluene. The organic layer was dried (sodium sulfate) and concentrated. The residue was dissolved in 125 ml of dimethylformamide and added dropwise to a stirred suspension of 9.6 g (0.24 mole) of sodium hydride (washed three times with isooctane) in 400 ml of dimethylformamide at 25°-35° C. The solution was heated to 65° C. and 35 g (0.22 mo... The product is C1(=CC=CC=C1)C(C)N1CC(C1)OC1=NC=CC=C1 (2-[1-(1-Phenylethyl)-3-azetidinyloxy]pyridine). Isolated yield 14.3%. Reaction conditions: temperature 65 celsius. The solvent is CN(C=O)C (dimethylformamide), C1(=CC=CC=C1)C (toluene). Reactants: [H-].[Na+] (sodium hydride), BrC1=NC=CC=C1 (2-bromopyridine), maleate salt, C1(=CC=CC=C1)C(C)N1CC(C1)O (1-(1-phenylethyl)-3-azetidinol), [OH-].[Na+] (sodium hydroxide). RXN SMILES: [C:1]1([CH:7]([N:9]2[CH2:12][CH:11]([OH:13])[CH2:10]2)[CH3:8])[CH:6]=[CH:5][CH:4]=[CH:3][CH:2]=1.[OH-].[Na+].[H-].[Na+].Br[C:19]1[CH:24]=[CH:23][CH:22]=[CH:21][N:20]=1>CN(C)C=O.C1(C)C=CC=CC=1>[C:1]1([CH:7]([N:9]2[CH2:12][CH:11]([O:13][C:19]3[CH:24]=[CH:23][CH:22]=[CH:21][N:20]=3)[CH2:10]2)[CH3:8])[CH:2]=[CH:3][CH:4]=[CH:5][CH:6]=1 |f:1.2,3.4|. The reactants are C(=O)(O)CCC1=C(OCCCC(=O)O)C=CC=C1CCCCCCOC=1C=C(C=C(C1)C(N(C)C)=O)C1=CC(=C(C=C1)F)F (4-{2-(2-carboxy-ethyl)-3-[6-(5-dimethylcarbamoyl-3′,4′-difluoro-biphenyl-3-yloxy)-hexyl]-phenoxy}-butyric acid), C(C)OC(CCCOC1=C(C(=CC=C1)CCCCCCOC=1C=C(C=C(C1)C(=O)N1CC(CC1)(F)F)C1=CC(=CC=C1)F)CCC(=O)OCC)=O (4-[3-{6-[5-(3,3-difluoro-pyrrolidine-1-carbonyl)-3′-fluoro-biphenyl-3-yloxy]-hexyl}-2-(2-ethoxycarbonyl-ethyl)-phenoxy]-butyric acid ethyl ester), [OH-].[Na+] (NaOH), CCO (EtOH). The product is C(=O)(O)CCC1=C(OCCCC(=O)O)C=CC=C1CCCCCCOC1(CC(=CC=C1)C1=CC(=CC=C1)F)C(=O)N1CC(CC1)(F)F (4-(2-(2-carboxy-ethyl)-3-{6-[3-(3,3-difluoro-pyrrolidine-1-carbonyl)-3′-fluoro-biphenyl-3-yloxy]-hexyl}-phenoxy)-butyric acid). Isolated yield 98.0%. As a reaction SMILES: C(C[CH2:5][C:6]1[C:18]([CH2:19][CH2:20][CH2:21][CH2:22][CH2:23][CH2:24][O:25]C2C=C(C3C=CC(F)=C(F)C=3)C=C(C(=O)N(C)C)C=2)=[CH:17][CH:16]=[CH:15][C:7]=1[O:8][CH2:9][CH2:10][CH2:11][C:12]([OH:14])=[O:13])(O)=O.C(OC(=O)CCCOC1C=CC=C(CCCCCCO[C:66]2[CH:67]=[C:68]([C:81]3[CH:86]=[CH:85][CH:84]=[C:83]([F:87])[CH:82]=3)[CH:69]=[C:70]([C:72]([N:74]3[CH2:78][CH2:77][C:76]([F:80])([F:79])[CH2:75]3)=[O:73])[CH:71]=2)C=1CCC(OCC)=O)C.[OH-:96].[Na+].[CH3:98][CH2:99][OH:100]>>[C:99]([CH2:98][CH2:5][C:6]1[C:18]([CH2:19][CH2:20][CH2:21][CH2:22][CH2:23][CH2:24][O:25][C:70]2([C:72]([N:74]3[CH2:78][CH2:77][C:76]([F:80])([F:79])[CH2:75]3)=[O:73])[CH:71]=[CH:66][CH:67]=[C:68]([C:81]3[CH:86]=[CH:85][CH:84]=[C:83]([F:87])[CH:82]=3)[CH2:69]2)=[CH:17][CH:16]=[CH:15][C:7]=1[O:8][CH2:9][CH2:10][CH2:11][C:12]([OH:14])=[O:13])([OH:100])=[O:96] |f:2.3|. Reported procedure: The title compound was prepared by the same method as 4-{2-(2-carboxy-ethyl)-3-[6-(5-dimethylcarbamoyl-3′,4′-difluoro-biphenyl-3-yloxy)-hexyl]-phenoxy}-butyric acid starting from 4-[3-{6-[5-(3,3-difluoro-pyrrolidine-1-carbonyl)-3′-fluoro-biphenyl-3-yloxy]-hexyl}-2-(2-ethoxycarbonyl-ethyl)-phenoxy]-butyric acid ethyl ester (105 mg, 0.148 mmol) and 1.0 N aqueous NaOH (1.48 mL) in EtOH (5 mL) to afford 4-(2-(2-carboxy-ethyl)-3-{6-[3-(3,3-difluoro-pyrrolidine-1-carbonyl)-3′-fluoro-biphenyl-3-yloxy]-... The reactants are BrCC(=O)OC(C)(C)C (tert-butyl bromoacetate), C1=CC=C(C=C1)C[C@H](C(=O)O)N (D-diphenylalanine), H-D-Dpa-OH, C([O-])([O-])=O.[K+].[K+] (potassium carbonate), C(CC(O)(C(=O)O)CC(=O)O)(=O)O (citric acid). Solvent: O1CCOCC1.O (dioxane water), O (water). Yields the product CC(C)(OC(CN[C@H](C(C1=CC=CC=C1)C1=CC=CC=C1)C(=O)O)=O)C (N-[2-(1,1-Dimethylethoxy)-2-oxoethyl]-β-phenyl-D-phenylalanine). As a reaction SMILES: [CH:1]1[CH:6]=[CH:5][C:4]([CH2:7][C@@H:8]([NH2:12])[C:9]([OH:11])=[O:10])=[CH:3][CH:2]=1.[C:13](=O)([O-])[O-].[K+].[K+].Br[CH2:20][C:21]([O:23][C:24]([CH3:27])([CH3:26])[CH3:25])=[O:22].[C:28](O)(=O)[CH2:29][C:30]([CH2:35][C:36](O)=O)(C(O)=O)O>O1CCOCC1.O.O>[CH3:25][C:24]([CH3:27])([O:23][C:21](=[O:22])[CH2:20][NH:12][C@@H:8]([C:9]([OH:11])=[O:10])[CH:7]([C:28]1[CH:29]=[CH:30][CH:35]=[CH:36][CH:13]=1)[C:4]1[CH:3]=[CH:2][CH:1]=[CH:6][CH:5]=1)[CH3:26] |f:1.2.3,6.7|. Procedure details: To a stirred mixture of D-diphenylalanine, H-D-Dpa-OH, (20.0 g, 82.9 mmol) and potassium carbonate (17.2 g, 125 mmol) in dioxane/water (1:1 (v/v), 100 ml) was added tert-butyl bromoacetate (12.2 ml, 83.0 mmol). After stirring overnight water (100 ml) was added and the pH adjusted to 5.5 with 0.5M citric acid solution. The resultant precipitate was filtered off, washed with water then diethyl ether and dried under vacuum to give 10.4 g of the title compound a. Starting materials: C(CCC)[Li] (n-butyl lithium), solution, C[Si](C)(C)Cl (trimethysilyl chloride), C(C)(C)NC(C)C (diisopropylamine), COCCOCN(C(C(F)(F)F)=O)C[C@]12CCC(C=C1CC[C@H]1[C@@H]3CCC([C@@]3(C)CC[C@H]21)=O)=O (19-[N-[(2-methoxyethoxy)methyl]trifluoroacetamido]androst-4-ene-3,17-dione). The solvent is CCCCCC (hexane), O1CCCC1 (tetrahydrofuran), C(C)N(CC)CC (triethylamine), O1CCCC1 (tetrahydrofuran), O1CCCC1 (tetrahydrofuran). Run at temperature -20 celsius, time 9 minute. Product: COCCOCN(C(C(F)(F)F)=O)C[C@]12CC=C(C=C1CC[C@H]1[C@@H]3CC=C([C@@]3(C)CC[C@H]21)O[Si](C)(C)C)O[Si](C)(C)C (19-[N-[(2-methoxyethoxy)-methyl]trifluoroacetamido]-3,17-bis(trimethylsilyloxy)androsta-2,4,16-triene). As a reaction SMILES: C(NC(C)C)(C)C.C([Li])CCC.[CH3:13][Si:14](Cl)([CH3:16])[CH3:15].[CH3:18][O:19][CH2:20][CH2:21][O:22][CH2:23][N:24]([CH2:31][C@@:32]12[C@@H:49]3[C@H:40]([C@H:41]4[C@@:45]([CH2:47][CH2:48]3)([CH3:46])[C:44](=[O:50])[CH2:43][CH2:42]4)[CH2:39][CH2:38][C:37]1=[CH:36][C:35](=[O:51])[CH2:34][CH2:33]2)[C:25](=[O:30])[C:26]([F:29])([F:28])[F:27]>O1CCCC1.CCCCCC.C(N(CC)CC)C>[CH3:18][O:19][CH2:20][CH2:21][O:22][CH2:23][N:24]([CH2:31][C@@:32]12[C@@H:49]3[C@H:40]([C@H:41]4[C@@:45]([CH2:47][CH2:48]3)([CH3:46])[C:44]([O:50][Si:14]([CH3:16])([CH3:15])[CH3:13])=[CH:43][CH2:42]4)[CH2:39][CH2:38][C:37]1=[CH:36][C:35]([O:51][Si:14]([CH3:16])([CH3:15])[CH3:13])=[CH:34][CH2:33]2)[C:25](=[O:30])[C:26]([F:27])([F:28])[F:29]. Procedure details: To a stirred solution of diisopropylamine (1.03 ml, 7.34 mmole) in tetrahydrofuran (65 ml) under argon and cooled to -20° C. was added n-butyl lithium (2.76 ml of a 2.42M solution in hexane, 6.67 mmole). After 9 minutes, a cooled (-20° C.) solution of trimethysilyl chloride (2.82 ml, 22.24 mmole) in tetrahydrofuran (10 ml) was added slowly. After 2 minutes more, a cooled (-20° C.) solution of 19-[N-[(2-methoxyethoxy)methyl]trifluoroacetamido]androst-4-ene-3,17-dione (1.08 g, 2.22 mmole) in tetra... As a reaction SMILES: [C:29](=[O:30])([O-:31])[O-:32].[CH3:35][N:36]([CH3:37])[CH:38]=[O:39].[Cl:1][c:2]1[cH:3][c:4]([O:15][CH2:16][CH:17]=[C:18]([Cl:19])[Cl:20])[cH:5][c:6]([Cl:14])[c:7]1[O:8][CH2:9][CH2:10][CH2:11][CH2:12][Br:13].[K+:33].[K+:34].[OH:21][c:22]1[cH:23][cH:24][c:25]([Cl:26])[cH:27][cH:28]1>>[Cl:1][c:2]1[cH:3][c:4]([O:15][CH2:16][CH:17]=[C:18]([Cl:19])[Cl:20])[cH:5][c:6]([Cl:14])[c:7]1[O:8][CH2:9][CH2:10][CH2:11][CH2:12][O:21][c:22]1[cH:23][cH:24][c:25]([Cl:26])[cH:27][cH:28]1. The reactants are O=C([O-])[O-], CN(C)C=O, ClC(Cl)=CCOc1cc(Cl)c(OCCCCBr)c(Cl)c1, [K+], [K+], Oc1ccc(Cl)cc1. The product is ClC(Cl)=CCOc1cc(Cl)c(OCCCCOc2ccc(Cl)cc2)c(Cl)c1.